This data is from the Open Reaction Database (ORD), a public repository of structured organic reaction records. The task is: describe an organic reaction: reactants, conditions, products, and yield Reactants: C(C1=CC=CC=C1)(=O)C1=CC(=CC=C1)C(C1=CC=CC=C1)=O (1,3 dibenzoylbenzene), NNC(=S)N (thiosemicarbazide). Reagents/catalysts: C1(=CC=C(C=C1)S(=O)(=O)O)C (p-toluenesulfonic acid). Solvent: CO (methanol). Run at time 26 hour. Yields the product C(C1=CC=CC=C1)(=O)C=1C=C(C(C2=CC=CC=C2)=NNC(=S)N)C=CC1 (3-benzoyl benzophenone thiosemicarbazone). The yield is 100.0%. Reaction SMILES: [C:1]([C:9]1[CH:14]=[CH:13][CH:12]=[C:11]([C:15](=O)[C:16]2[CH:21]=[CH:20][CH:19]=[CH:18][CH:17]=2)[CH:10]=1)(=[O:8])[C:2]1[CH:7]=[CH:6][CH:5]=[CH:4][CH:3]=1.[NH2:23][NH:24][C:25]([NH2:27])=[S:26]>CO.C1(C)C=CC(S(O)(=O)=O)=CC=1>[C:1]([C:9]1[CH:10]=[C:11]([CH:12]=[CH:13][CH:14]=1)[C:15](=[N:23][NH:24][C:25]([NH2:27])=[S:26])[C:16]1[CH:21]=[CH:20][CH:19]=[CH:18][CH:17]=1)(=[O:8])[C:2]1[CH:7]=[CH:6][CH:5]=[CH:4][CH:3]=1. Reported procedure: p-toluenesulfonic acid (0.026 g, 0.02 mmol) was added to a solution of 1,3 dibenzoylbenzene 2 (2.00 g, 6.98 mmol) in anhydrous methanol (20 mL). After stirring at reflux for 10 min, thiosemicarbazide (0.476 g, 5.235 mmol) was added to the reaction mixture and stirred for 26 h under an inert atmosphere of nitrogen gas. After 26 h, methanol was removed under reduced pressure and 50 mL of water was then added. The products were extracted with ethyl acetate (2×50 mL) and the combined organic phases ... Starting materials: O1COC2=CC3=C(N=CS3)C=C21 ([1,3]Dioxolo[4,5-f][1,3]benzothiazole), BrC=1C=CC(=NC1)NC (5-bromo-N-methylpyridin-2-amine), COC1=NC=C(C=N1)C=1SC2=C(N1)C=CC=C2 (2-(2-methoxypyrimidin-5-yl)-1,3-benzothiazole). The reagents and catalysts are [Pd].C(C)(C)(C)P(C(C)(C)C)C(C)(C)C.C(C)(C)(C)P(C(C)(C)C)C(C)(C)C (bis(tri-t-butylphosphine) palladium (0)). Run at temperature 170 celsius. Product: O1COC2=CC3=C(N=C(S3)C=3C=CC(=NC3)NC)C=C21 (5-[1,3]Dioxolo[4,5-f][1,3]benzothiazol-6-yl-N-methylpyridin-2-amine). Isolated yield 35.7%. As a reaction SMILES: [O:1]1[C:12]2[C:4](=[CH:5][C:6]3[S:10][CH:9]=[N:8][C:7]=3[CH:11]=2)[O:3][CH2:2]1.Br[C:14]1[CH:15]=[CH:16][C:17]([NH:20][CH3:21])=[N:18][CH:19]=1.COC1N=CC(C2SC3C=CC=CC=3N=2)=CN=1>[Pd].C(P(C(C)(C)C)C(C)(C)C)(C)(C)C.C(P(C(C)(C)C)C(C)(C)C)(C)(C)C>[O:1]1[C:12]2[C:4](=[CH:5][C:6]3[S:10][C:9]([C:14]4[CH:15]=[CH:16][C:17]([NH:20][CH3:21])=[N:18][CH:19]=4)=[N:8][C:7]=3[CH:11]=2)[O:3][CH2:2]1 |f:3.4.5|. Procedure details: To [1,3]Dioxolo[4,5-f][1,3]benzothiazole (98 mg, 0.55 mmol) and 5-bromo-N-methylpyridin-2-amine (112 mg, 0.60 mmol) were subjected to the procedure used for the preparation of 2-(2-methoxypyrimidin-5-yl)-1,3-benzothiazole, with the following exceptions: 5 mol % bis(tri-t-butylphosphine) palladium (0) was used and the reaction was heated under argon at 170° C. in a microwave oven for 30 min. The crude material was purified by flash chromatography (Heptane/EtOAc 1:1) to give the title compound (56... The reactants are O=C([O-])[O-], CN(C)C=O, CCOC(=O)c1ccc(Cl)nc1, Cc1nc2c(Cl)nccc2[nH]1, [K+], [K+]. Product: CCOC(=O)c1ccc(-n2c(C)nc3c(Cl)nccc32)nc1. As a reaction SMILES: [C:24](=[O:25])([O-:26])[O-:27].[CH3:30][N:31]([CH3:32])[CH:33]=[O:34].[Cl:12][c:13]1[n:14][cH:15][c:16]([C:17](=[O:18])[O:19][CH2:20][CH3:21])[cH:22][cH:23]1.[Cl:1][c:2]1[n:3][cH:4][cH:5][c:6]2[c:7]1[n:8][c:9]([CH3:11])[nH:10]2.[K+:28].[K+:29]>>[Cl:1][c:2]1[n:3][cH:4][cH:5][c:6]2[c:7]1[n:8][c:9]([CH3:11])[n:10]2-[c:13]1[n:14][cH:15][c:16]([C:17](=[O:18])[O:19][CH2:20][CH3:21])[cH:22][cH:23]1. Reactants: CCCCP(CCCC)CCCC, CC(C)CCN(Cc1ccc(CO)cc1)c1nc(-c2ccc(C(F)(F)F)cc2)cs1, Cc1ccccc1, CCCCCC, O=C(N=NC(=O)N1CCCCC1)N1CCCCC1, COC(=O)C1CC1c1ccc(O)cc1. The product is COC(=O)C1CC1c1ccc(OCc2ccc(CN(CCC(C)C)c3nc(-c4ccc(C(F)(F)F)cc4)cs3)cc2)cc1. RXN SMILES: [CH2:45]([P:46]([CH2:47][CH2:48][CH2:49][CH3:50])[CH2:51][CH2:52][CH2:53][CH3:54])[CH2:55][CH2:56][CH3:57].[CH3:15][CH:16]([CH2:17][CH2:18][N:19]([c:20]1[s:21][cH:22][c:23](-[c:25]2[cH:26][cH:27][c:28]([C:31]([F:32])([F:33])[F:34])[cH:29][cH:30]2)[n:24]1)[CH2:35][c:36]1[cH:37][cH:38][c:39]([CH2:42][OH:43])[cH:40][cH:41]1)[CH3:44].[CH3:76][c:77]1[cH:78][cH:79][cH:80][cH:81][cH:82]1.[CH3:83][CH2:84][CH2:85][CH2:86][CH2:87][CH3:88].[N:58]([C:59]([N:60]1[CH2:61][CH2:62][CH2:63][CH2:64][CH2:65]1)=[O:66])=[N:67][C:68]([N:69]1[CH2:70][CH2:71][CH2:72][CH2:73][CH2:74]1)=[O:75].[OH:1][c:2]1[cH:3][cH:4][c:5]([CH:8]2[CH:9]([C:11](=[O:12])[O:13][CH3:14])[CH2:10]2)[cH:6][cH:7]1>>[O:1]([c:2]1[cH:3][cH:4][c:5]([CH:8]2[CH:9]([C:11](=[O:12])[O:13][CH3:14])[CH2:10]2)[cH:6][cH:7]1)[CH2:42][c:39]1[cH:38][cH:37][c:36]([CH2:35][N:19]([CH2:18][CH2:17][CH:16]([CH3:15])[CH3:44])[c:20]2[s:21][cH:22][c:23](-[c:25]3[cH:26][cH:27][c:28]([C:31]([F:32])([F:33])[F:34])[cH:29][cH:30]3)[n:24]2)[cH:41][cH:40]1. Reactants: O=C(n1ccnc1)n1ccnc1, C1CCOC1, CCOC(C)=O, O=C(NCCN1CCCC1)C(Cc1ccccc1)NC(=S)Nc1ccc(Oc2ccc(Cl)cc2)cc1, Nc1ccc(Oc2ccc(F)cc2)cc1, O. Product: O=C(Nc1ccc(Oc2ccc(F)cc2)cc1)NC(Cc1ccccc1)C(=O)NCCN1CCCC1. RXN SMILES: [C:52](=[O:53])([n:54]1[cH:55][cH:56][n:57][cH:58]1)[n:59]1[cH:60][cH:61][n:62][cH:63]1.[CH2:70]1[O:71][CH2:72][CH2:73][CH2:74]1.[CH3:64][CH2:65][O:66][C:67]([CH3:68])=[O:69].[Cl:1][c:2]1[cH:3][cH:4][c:5]([O:6][c:7]2[cH:8][cH:9][c:10]([NH:11][C:14](=[S:12])[NH:15][CH:16]([C:17](=[O:18])[NH:19][CH2:20][CH2:21][N:22]3[CH2:23][CH2:24][CH2:25][CH2:26]3)[CH2:27][c:28]3[cH:29][cH:30][cH:31][cH:32][cH:33]3)[cH:13][cH:34]2)[cH:35][cH:36]1.[F:37][c:38]1[cH:39][cH:40][c:41]([O:42][c:43]2[cH:44][cH:45][c:46]([NH2:49])[cH:47][cH:48]2)[cH:50][cH:51]1.[OH2:75]>>[C:14]([NH:15][CH:16]([C:17](=[O:18])[NH:19][CH2:20][CH2:21][N:22]1[CH2:23][CH2:24][CH2:25][CH2:26]1)[CH2:27][c:28]1[cH:29][cH:30][cH:31][cH:32][cH:33]1)([NH:49][c:46]1[cH:45][cH:44][c:43]([O:42][c:41]2[cH:40][cH:39][c:38]([F:37])[cH:51][cH:50]2)[cH:48][cH:47]1)=[O:53]. Starting materials: C(#N)N=COCC (Ethyl N-cyanoformimidate), NC1=C(N=C2N1C=CC1=C(C=CC=C21)Cl)CC (3-amino-7-chloro-2-ethylimidazo[2,1-a]isoquinoline). Run in C(C)O (ethanol). Reaction conditions: time 45 hour. Yields the product C(#N)NC=NC1=C(N=C2N1C=CC1=C(C=CC=C21)Cl)C (N-cyano-N'-(7-chloro-2-methylimidazo[2,1-a]isoquinolin-3-yl)formamidine). Isolated yield 37.7%. Reaction SMILES: [C:1]([N:3]=[CH:4]OCC)#[N:2].[NH2:8][C:9]1[N:13]2[CH:14]=[CH:15][C:16]3[C:21]([C:12]2=[N:11][C:10]=1[CH2:23]C)=[CH:20][CH:19]=[CH:18][C:17]=3[Cl:22]>C(O)C>[C:1]([NH:3][CH:4]=[N:8][C:9]1[N:13]2[CH:14]=[CH:15][C:16]3[C:21]([C:12]2=[N:11][C:10]=1[CH3:23])=[CH:20][CH:19]=[CH:18][C:17]=3[Cl:22])#[N:2]. Procedure details: Ethyl N-cyanoformimidate (3.2 g) was added to a suspension of 3-amino-7-chloro-2-ethylimidazo[2,1-a]isoquinoline (2.3 g) in ethanol (60 ml) and the mixture was stirred at room temperature for 45 hours. The mixture was evaporated in vacuo and the residual solid was washed successively with diethyl ether and ethyl acetate to give N-cyano-N'-(7-chloro-2-methylimidazo[2,1-a]isoquinolin-3-yl)formamidine (1.0 g).